Dataset: the Open Reaction Database (ORD), a public repository of structured organic reaction records. Task: describe an organic reaction: reactants, conditions, products, and yield Starting materials: CC(C)([O-])C.[K+] (Potassium t-butoxide), OC1=C2CCCC(C2=CC=C1)N1CCOCC1 (5-hydroxy-1-morpholinyl-1,2,3,4-tetrahydronaphthalene), BrCCCN1C(C=2C(C1=O)=CC=CC2)=O (N-(3-bromopropyl) phthalimide). The solvent is CN(C=O)C (dimethylformamide). Reaction conditions: time 2 day. Product: C1(C=2C(C(N1CCCOC1=C3CCCC(C3=CC=C1)N1CCOCC1)=O)=CC=CC2)=O (5-(3-Phthalimidopropoxy)-1-(N-morpholinyl)-1,2,3,4-tetrahydronaphthalene). The yield is 85.3%. RXN SMILES: CC(C)([O-])C.[K+].[OH:7][C:8]1[CH:17]=[CH:16][CH:15]=[C:14]2[C:9]=1[CH2:10][CH2:11][CH2:12][CH:13]2[N:18]1[CH2:23][CH2:22][O:21][CH2:20][CH2:19]1.Br[CH2:25][CH2:26][CH2:27][N:28]1[C:32](=[O:33])[C:31]2=[CH:34][CH:35]=[CH:36][CH:37]=[C:30]2[C:29]1=[O:38]>CN(C)C=O>[C:29]1(=[O:38])[N:28]([CH2:27][CH2:26][CH2:25][O:7][C:8]2[CH:17]=[CH:16][CH:15]=[C:14]3[C:9]=2[CH2:10][CH2:11][CH2:12][CH:13]3[N:18]2[CH2:23][CH2:22][O:21][CH2:20][CH2:19]2)[C:32](=[O:33])[C:31]2=[CH:34][CH:35]=[CH:36][CH:37]=[C:30]12 |f:0.1|. Reported procedure: Potassium t-butoxide (7.8 g) is added to a stirred solution of 5-hydroxy-1-morpholinyl-1,2,3,4-tetrahydronaphthalene (14.7 g) dissolved in dimethylformamide (150 ml) and the reaction solution stirred for a few minutes. N-(3-bromopropyl) phthalimide (33.8 g) is added to the reaction mixture and stirring is continued at RT for 2 days. The reaction mixture is partitioned between H2O and ether, the layers separated and the aqueous layer adjusted to a pH>10 with sodium hydroxide solution and extracte...